This data is from the Open Reaction Database (ORD), a public repository of structured organic reaction records. The task is: describe an organic reaction: reactants, conditions, products, and yield The reactants are ClC=1C=C(C=CC1)C(=O)C=O (3-chlorophenylglyoxal), CC1=CC=C(C=C1)CCN (2-(4-methylphenyl)ethanamine). Yields the product CC1=CC=C(C=C1)CCNCC(C1=CC(=CC=C1)Cl)O (N-(2-(4-Methylphenyl)ethyl)-2-hydroxy-2-(3-chlorophenyl)ethanamine), hemi-hydrate. Reaction SMILES: [Cl:1][C:2]1[CH:3]=[C:4]([C:8]([CH:10]=O)=[O:9])[CH:5]=[CH:6][CH:7]=1.[CH3:12][C:13]1[CH:18]=[CH:17][C:16]([CH2:19][CH2:20][NH2:21])=[CH:15][CH:14]=1>>[CH3:12][C:13]1[CH:18]=[CH:17][C:16]([CH2:19][CH2:20][NH:21][CH2:10][CH:8]([OH:9])[C:4]2[CH:5]=[CH:6][CH:7]=[C:2]([Cl:1])[CH:3]=2)=[CH:15][CH:14]=1. Reported procedure: The title compound was prepared in the manner described in Example 9 using 3-chlorophenylglyoxal and 2-(4-methylphenyl)ethanamine. Recrystallization of the chromatographed material from cyclohexane gave the title compound m.p. 85-88 (analysed as the hemi-hydrate). τ(CDCl3) 7.7 (3H, s), 7.0-7.5 (6H, m, +2H disappears with D2O), 5.4 (1H, dd), 2.9 (4H, s), 2.6-2.8 (4H, m). The reactants are CC(=O)O, CC(=O)c1ccc(CCc2cnc3c(N)nc4cc(C)ccc4c3c2)cc1, Nc1ccc(O)cc1. The product is Cc1ccc2c(c1)nc(N)c1ncc(CCc3ccc(C(C)Nc4ccc(O)cc4)cc3)cc12. Reaction SMILES: [CH3:36][C:37](=[O:38])[OH:39].[NH2:1][c:2]1[n:3][c:4]2[c:5]([c:6]3[cH:7][c:8]([CH2:12][CH2:13][c:14]4[cH:15][cH:16][c:17]([C:20]([CH3:21])=[O:22])[cH:18][cH:19]4)[cH:9][n:10][c:11]13)[cH:23][cH:24][c:25]([CH3:27])[cH:26]2.[NH2:28][c:29]1[cH:30][cH:31][c:32]([OH:33])[cH:34][cH:35]1>>[NH2:1][c:2]1[n:3][c:4]2[c:5]([c:6]3[cH:7][c:8]([CH2:12][CH2:13][c:14]4[cH:15][cH:16][c:17]([CH:20]([CH3:21])[NH:28][c:29]5[cH:30][cH:31][c:32]([OH:33])[cH:34][cH:35]5)[cH:18][cH:19]4)[cH:9][n:10][c:11]13)[cH:23][cH:24][c:25]([CH3:27])[cH:26]2. The reactants are CN1C=C(C2=CC=CC=C12)C=1C(NC(C1C1=CN(C2=CC(=CC=C12)[N+](=O)[O-])C)=O)=O (3-(1-methyl-3-indolyl)-4-(1-methyl-6-nitro-3-indolyl)-1H-pyrrole-2,5-dione), C=O (formaldehyde). The solvent is O (water), O (water). Conditions: time 14 hour. Product: OCN1C(C(=C(C1=O)C1=CN(C2=CC(=CC=C12)[N+](=O)[O-])C)C1=CN(C2=CC=CC=C12)C)=O (1-hydroxymethyl-3-(1-methyl-1H-indol-3-yl)-4-(1-methyl-6-nitro-1H-indol-3-yl)-pyrrole-2,5-dione). Reaction SMILES: [CH3:1][N:2]1[C:10]2[C:5](=[CH:6][CH:7]=[CH:8][CH:9]=2)[C:4]([C:11]2[C:12](=[O:30])[NH:13][C:14](=[O:29])[C:15]=2[C:16]2[C:24]3[C:19](=[CH:20][C:21]([N+:25]([O-:27])=[O:26])=[CH:22][CH:23]=3)[N:18]([CH3:28])[CH:17]=2)=[CH:3]1.[CH2:31]=[O:32]>O>[OH:32][CH2:31][N:13]1[C:14](=[O:29])[C:15]([C:16]2[C:24]3[C:19](=[CH:20][C:21]([N+:25]([O-:27])=[O:26])=[CH:22][CH:23]=3)[N:18]([CH3:28])[CH:17]=2)=[C:11]([C:4]2[C:5]3[C:10](=[CH:9][CH:8]=[CH:7][CH:6]=3)[N:2]([CH3:1])[CH:3]=2)[C:12]1=[O:30]. Reported procedure: A suspension consisting of 0.5 g (1.25 mmole) of 3-(1-methyl-3-indolyl)-4-(1-methyl-6-nitro-3-indolyl)-1H-pyrrole-2,5-dione (See Davis U.S. Pat. No. 5,057,614), 4.0 ml of formaldehyde solution (37% w/w), and 2.0 ml of water was heated to 125° C. with stirring and with a reflux condensed attached for 14 hours. The reaction mixture was cooled and diluted with water. The red solid was filtered, washed with water and dried. The solid was purified by chromatography using silica gel and a mixture of E... The reactants are CC1=CC=C(C=C1)S(=O)(=O)OCC1OC2=C(C1)C=C(C=C2OCC=C)Cl ((±)-[7-(allyloxy)-5-chloro-2,3-dihydro-1-benzofuran-2-yl]methyl 4-methylbenzenesulfonate), phenyl, Intermediate 37, Intermediate 1, [H-].[Na+] (sodium hydride), C(C=C)Br (allyl bromide), C(C=C)OCC=C (allyl ether). The solvent is C1(=CC(=CC(=C1)C)C)C (mesitylene). Product: CC1=CC=C(C=C1)S(=O)(=O)OCC1OC2=C(C1)C=C(C(=C2O)CC=C)Cl ((±)-(6-allyl-5-chloro-7-hydroxy-2,3-dihydro-1-benzofuran-2-yl)methyl 4-methylbenzenesulfonate). The yield is 19.0%. As a reaction SMILES: [H-].[Na+].[CH2:3](Br)[CH:4]=[CH2:5].[CH3:7][C:8]1[CH:13]=[CH:12][C:11]([S:14]([O:17][CH2:18][CH:19]2[CH2:23][C:22]3[CH:24]=[C:25]([Cl:32])[CH:26]=[C:27]([O:28]CC=C)[C:21]=3[O:20]2)(=[O:16])=[O:15])=[CH:10][CH:9]=1.C(OCC=C)C=C>C1(C)C=C(C)C=C(C)C=1>[CH3:7][C:8]1[CH:9]=[CH:10][C:11]([S:14]([O:17][CH2:18][CH:19]2[CH2:23][C:22]3[CH:24]=[C:25]([Cl:32])[C:26]([CH2:5][CH:4]=[CH2:3])=[C:27]([OH:28])[C:21]=3[O:20]2)(=[O:15])=[O:16])=[CH:12][CH:13]=1 |f:0.1|. Procedure: Treatment of (±)-(5-chloro-7-methoxy-2,3-dihydro-1-benzofuran-2-yl)methyl 4-methylbenzenesulfonate (22.1 g, 0.06 mol) with hydrogen bromide (30 wt. % in acetic acid, 400 mL) followed by potassium carbonate (4.15 g, 0.03 mol) provided (±)-(5-chloro-7-hydroxy-2,3-dihydro-1-benzofuran-2-yl)methyl 4-methylbenzenesulfonate as a brown oil. Treatment of the phenyl with sodium hydride (3.2 g, 0.053 mol) and allyl bromide (6.4 g, 0.053 mol) generally according to the procedure described for Intermediate ... The reactants are Cl.C1(CC1)COC1=C(C=C(C=C1)CC)C=1C2=C(N=CN1)C(=C(N2)C)C(=O)NC2CCNCC2 (4-[2-(cyclopropylmethoxy)-5-ethylphenyl]-6-methyl-N-(piperidin-4-yl)-5H-pyrrolo[3,2-d]pyrimidine-7-carboxamide hydrochloride), C(C)(=O)Cl (acetyl chloride). The product is C(C)(=O)N1CCC(CC1)NC(=O)C1=C(NC2=C1N=CN=C2C2=C(C=CC(=C2)CC)OCC2CC2)C (N-(1-Acetylpiperidin-4-yl)-4-[2-(cyclopropylmethoxy)-5-ethylphenyl]-6-methyl-5H-pyrrolo[3,2-d]pyrimidine-7-carboxamide). Reaction SMILES: Cl.[CH:2]1([CH2:5][O:6][C:7]2[CH:12]=[CH:11][C:10]([CH2:13][CH3:14])=[CH:9][C:8]=2[C:15]2[C:16]3[NH:23][C:22]([CH3:24])=[C:21]([C:25]([NH:27][CH:28]4[CH2:33][CH2:32][NH:31][CH2:30][CH2:29]4)=[O:26])[C:17]=3[N:18]=[CH:19][N:20]=2)[CH2:4][CH2:3]1.[C:34](Cl)(=[O:36])[CH3:35]>>[C:34]([N:31]1[CH2:30][CH2:29][CH:28]([NH:27][C:25]([C:21]2[C:17]3[N:18]=[CH:19][N:20]=[C:15]([C:8]4[CH:9]=[C:10]([CH2:13][CH3:14])[CH:11]=[CH:12][C:7]=4[O:6][CH2:5][CH:2]4[CH2:4][CH2:3]4)[C:16]=3[NH:23][C:22]=2[CH3:24])=[O:26])[CH2:33][CH2:32]1)(=[O:36])[CH3:35] |f:0.1|. Procedure details: Starting from 4-[2-(cyclopropylmethoxy)-5-ethylphenyl]-6-methyl-N-(piperidin-4-yl)-5H-pyrrolo[3,2-d]pyrimidine-7-carboxamide hydrochloride (example D.f48) and commercially available acetyl chloride the title compound is obtained as colorless solid.